This data is from the Open Reaction Database (ORD), a public repository of structured organic reaction records. The task is: describe an organic reaction: reactants, conditions, products, and yield Reactants: NC1=NC(NC2=NC(=CN=C12)C)=O (4-amino- 7-methyl-pteridine-2-one), C(C1=CC=CC=C1)(=O)Cl (benzoyl chloride). Product: C(C1=CC=CC=C1)(=O)NC1=NC(NC2=NC(=CN=C12)C)=O (4-benzoylamino-7-methyl-pteridine-2-one). Reported procedure: In 20 mL of pyridine is dissolved 1.63 g (0.01 mole) of 4-amino-7-methyl-pteridine-2-one (20). Then 3.12 g (0.02 mole) of benzoyl chloride is added dropwise while stirring the mixture. The mixture is heated to 80° C. for 30 minutes and then poured on ice. The resulting precipitate is collected, washed with ethanol and ether and then recrystallized from DMF to give 21. Reaction SMILES: [NH2:1][C:2]1[C:11]2[C:6](=[N:7][C:8]([CH3:12])=[CH:9][N:10]=2)[NH:5][C:4](=[O:13])[N:3]=1.[C:14](Cl)(=[O:21])[C:15]1[CH:20]=[CH:19][CH:18]=[CH:17][CH:16]=1>N1C=CC=CC=1>[C:14]([NH:1][C:2]1[C:11]2[C:6](=[N:7][C:8]([CH3:12])=[CH:9][N:10]=2)[NH:5][C:4](=[O:13])[N:3]=1)(=[O:21])[C:15]1[CH:20]=[CH:19][CH:18]=[CH:17][CH:16]=1. The solvent is N1=CC=CC=C1 (pyridine). Run at temperature 80 celsius. Starting materials: O (water), BrC=1C2=C(C(NC1)=O)C(=NN2C2=C(C=CC=C2F)F)C2=CC=C(C=C2)CC#N ((4-(7-bromo-1-(2,6-difluorophenyl)-4-oxo-4,5-dihydro-1H-pyrazolo[4,3-c]pyridin-3-yl)phenyl)acetonitrile), C([O-])([O-])=O.[K+].[K+] (potassium carbonate), OO (hydrogen peroxide). Solvent: CS(=O)C (DMSO). Conditions: time 8 hour. Yields the product BrC=1C2=C(C(NC1)=O)C(=NN2C2=C(C=CC=C2F)F)C2=CC=C(C=C2)CC(=O)N (2-(4-(7-bromo-1-(2,6-difluorophenyl)-4-oxo-4,5-dihydro-1H-pyrazolo[4,3-c]pyridin-3-yl)phenyl)acetamide). Yield: 70.0%. RXN SMILES: [Br:1][C:2]1[C:3]2[N:11]([C:12]3[C:17]([F:18])=[CH:16][CH:15]=[CH:14][C:13]=3[F:19])[N:10]=[C:9]([C:20]3[CH:25]=[CH:24][C:23]([CH2:26][C:27]#[N:28])=[CH:22][CH:21]=3)[C:4]=2[C:5](=[O:8])[NH:6][CH:7]=1.C(=O)([O-])[O-:30].[K+].[K+].OO.O>CS(C)=O>[Br:1][C:2]1[C:3]2[N:11]([C:12]3[C:17]([F:18])=[CH:16][CH:15]=[CH:14][C:13]=3[F:19])[N:10]=[C:9]([C:20]3[CH:25]=[CH:24][C:23]([CH2:26][C:27]([NH2:28])=[O:30])=[CH:22][CH:21]=3)[C:4]=2[C:5](=[O:8])[NH:6][CH:7]=1 |f:1.2.3|. Reported procedure: To a solution of (4-(7-bromo-1-(2,6-difluorophenyl)-4-oxo-4,5-dihydro-1H-pyrazolo[4,3-c]pyridin-3-yl)phenyl)acetonitrile (126.2 mg) obtained in Example 104 and potassium carbonate (47.4 mg) in DMSO (2 mL) was added 30% aqueous hydrogen peroxide (131 μL) at room temperature, and the mixture was stirred overnight. The reaction mixture was poured into water, and the precipitated crystals were collected by filtration, and washed with water. The obtained crystals were purified by HPLC (C18, mobile ph... Starting materials: Clc1ncc(Cl)c(Cl)n1, [K+], [K+], CNS(=O)(=O)c1ccccc1N, O=C([O-])[O-], CN(C)C=O. Product: CNS(=O)(=O)c1ccccc1Nc1nc(Cl)ncc1Cl. As a reaction SMILES: [Cl:13][c:14]1[n:15][cH:16][c:17]([Cl:21])[c:18]([Cl:20])[n:19]1.[K+:22].[K+:23].[NH2:1][c:2]1[c:3]([S:8](=[O:9])(=[O:10])[NH:11][CH3:12])[cH:4][cH:5][cH:6][cH:7]1.[O-:24][C:25]([O-:26])=[O:27].[O:28]=[CH:29][N:30]([CH3:31])[CH3:32]>>[NH:1]([c:2]1[c:3]([S:8](=[O:9])(=[O:10])[NH:11][CH3:12])[cH:4][cH:5][cH:6][cH:7]1)[c:18]1[c:17]([Cl:21])[cH:16][n:15][c:14]([Cl:13])[n:19]1. Starting materials: ClCCl, OCC#CCN1CCOCC1, CCOC(=O)N=NC(=O)OCC, CSc1ncnc2cc(O)ccc12, c1ccc(P(c2ccccc2)c2ccccc2)cc1. Yields the product CSc1ncnc2cc(OCC#CCN3CCOCC3)ccc12. Reaction SMILES: [CH2:56]([Cl:57])[Cl:58].[O:33]1[CH2:34][CH2:35][N:36]([CH2:39][C:40]#[C:41][CH2:42][OH:43])[CH2:37][CH2:38]1.[O:44]=[C:45]([O:46][CH2:47][CH3:48])[N:49]=[N:50][C:51]([O:52][CH2:53][CH3:54])=[O:55].[OH:20][c:21]1[cH:22][cH:23][c:24]2[c:25]([S:31][CH3:32])[n:26][cH:27][n:28][c:29]2[cH:30]1.[c:1]1([P:2]([c:3]2[cH:4][cH:5][cH:6][cH:7][cH:8]2)[c:9]2[cH:10][cH:11][cH:12][cH:13][cH:14]2)[cH:15][cH:16][cH:17][cH:18][cH:19]1>>[O:20]([c:21]1[cH:22][cH:23][c:24]2[c:25]([S:31][CH3:32])[n:26][cH:27][n:28][c:29]2[cH:30]1)[CH2:42][C:41]#[C:40][CH2:39][N:36]1[CH2:35][CH2:34][O:33][CH2:38][CH2:37]1. The reactants are ClC1=CC(=C(CN2N=CC3=CC(=CC=C23)\C=C/2\C(N(C(S2)=O)C2CCNCC2)=O)C=C1)C(F)(F)F ((5Z)-5-({1-[4-chloro-2-(trifluoromethyl)benzyl]-1H-indazol-5-yl}methylidene)-3-piperidin-4-yl-1,3-thiazolidine-2,4-dione), COCCBr (2-bromoethyl methyl ether). The product is ClC1=CC(=C(CN2N=CC3=CC(=CC=C23)\C=C/2\C(N(C(S2)=O)C2CCN(CC2)CCOC)=O)C=C1)C(F)(F)F ((5Z)-5-({1-[4-Chloro-2-(trifluoromethyl)benzyl]-1H-indazol-5-yl}methylidene)-3-[1-(2-methoxyethyl)piperidin-4-yl]-1,3-thiazolidine-2,4-dione). Reaction SMILES: [Cl:1][C:2]1[CH:31]=[CH:30][C:5]([CH2:6][N:7]2[C:15]3[C:10](=[CH:11][C:12](/[CH:16]=[C:17]4/[C:18](=[O:29])[N:19]([CH:23]5[CH2:28][CH2:27][NH:26][CH2:25][CH2:24]5)[C:20](=[O:22])[S:21]/4)=[CH:13][CH:14]=3)[CH:9]=[N:8]2)=[C:4]([C:32]([F:35])([F:34])[F:33])[CH:3]=1.[CH3:36][O:37][CH2:38][CH2:39]Br>>[Cl:1][C:2]1[CH:31]=[CH:30][C:5]([CH2:6][N:7]2[C:15]3[C:10](=[CH:11][C:12](/[CH:16]=[C:17]4/[C:18](=[O:29])[N:19]([CH:23]5[CH2:28][CH2:27][N:26]([CH2:39][CH2:38][O:37][CH3:36])[CH2:25][CH2:24]5)[C:20](=[O:22])[S:21]/4)=[CH:13][CH:14]=3)[CH:9]=[N:8]2)=[C:4]([C:32]([F:35])([F:34])[F:33])[CH:3]=1. Procedure details: (5Z)-5-({1-[4-Chloro-2-(trifluoromethyl)benzyl]-1H-indazol-5-yl}methylidene)-3-[1-(2-methoxyethyl)piperidin-4-yl]-1,3-thiazolidine-2,4-dione was prepared from (5Z)-5-({1-[4-chloro-2-(trifluoromethyl)benzyl]-1H-indazol-5-yl}methylidene)-3-piperidin-4-yl-1,3-thiazolidine-2,4-dione (Example 113) and 2-bromoethyl methyl ether following General Procedure S. Starting materials: CC(C)(C)[Si](OCC1CC=CC1=O)(c1ccccc1)c1ccccc1, CCOCC, [Li]C. The product is CC1(O)C=CCC1CO[Si](c1ccccc1)(c1ccccc1)C(C)(C)C. Reaction SMILES: [C:1]([CH3:2])([CH3:3])([CH3:4])[Si:5]([O:6][CH2:7][CH:8]1[CH2:9][CH:10]=[CH:11][C:12]1=[O:13])([c:14]1[cH:15][cH:16][cH:17][cH:18][cH:19]1)[c:20]1[cH:21][cH:22][cH:23][cH:24][cH:25]1.[CH3:28][CH2:29][O:30][CH2:31][CH3:32].[Li:26][CH3:27]>>[C:1]([CH3:2])([CH3:3])([CH3:4])[Si:5]([O:6][CH2:7][CH:8]1[CH2:9][CH:10]=[CH:11][C:12]1([OH:13])[CH3:27])([c:14]1[cH:15][cH:16][cH:17][cH:18][cH:19]1)[c:20]1[cH:21][cH:22][cH:23][cH:24][cH:25]1. Starting materials: C(C(=C)C)(=O)OCC(COC(C=NOC)=O)O (1-methacryloyloxy-3-methoxyiminoacetoxy-2-propanol), C(C(=C)C)(=O)OCCC(O)OC(C=NOC)=O (3-methacryloyloxy-2-methoxyiminoacetoxy-1-propanol). The solvent is C(Cl)(Cl)Cl (chloroform). The product is COC1=CC=C(C=C1)O (paramethoxyphenol). RXN SMILES: C(O[CH2:7][CH:8](O)[CH2:9][O:10][C:11](=O)C=NOC)(=O)C(C)=C.[C:18](OCCC(OC(=O)C=NOC)O)(=[O:22])[C:19](C)=[CH2:20]>C(Cl)(Cl)Cl>[CH3:11][O:10][C:9]1[CH:8]=[CH:7][C:18]([OH:22])=[CH:19][CH:20]=1. Procedure details: In this way a milky suspension is obtained which is washed twice with 136 g of dichloromethane, then the chloromethylenic phases are reunited, dried over anhydrous magnesium sulphate and finally concentrated under vacuum. In this way 7.5 g of a yellow oil is isolated which is purified by preparative chromatography on a column (500×25) filled with silica of a size grading of 10 micrometers, eluting with a hexane-ethyl acetate mixture 8/2 by volume, which allows the isolation on the one hand of, 5... Reaction SMILES: [C:1]([O:5][C:6](=[O:13])[NH:7][C@H:8]1[CH2:11][C@H:10]([OH:12])[CH2:9]1)([CH3:4])([CH3:3])[CH3:2].[H-].[Na+].I[CH3:17]>C1COCC1>[C:1]([O:5][C:6](=[O:13])[NH:7][C@H:8]1[CH2:11][C@H:10]([O:12][CH3:17])[CH2:9]1)([CH3:4])([CH3:2])[CH3:3] |f:1.2|. Product: C(C)(C)(C)OC(N[C@@H]1C[C@H](C1)OC)=O ((trans-3-Methoxycyclobutyl)carbamic acid tert-butyl ester). The yield is 347.8%. Reactants: [H-].[Na+] (sodium hydride), C(C)(C)(C)OC(N[C@@H]1C[C@H](C1)O)=O (tert-Butyl(trans-3-hydroxycyclobutyl)carbamate), IC (iodomethane). Reaction conditions: temperature 0 celsius, time 30 minute. Procedure: tert-Butyl(trans-3-hydroxycyclobutyl)carbamate (1.18 g, 6.3 mmol) was dissolved in dry THF (25 mL) under a nitrogen atmosphere, and the solution cooled to 0° C. To this clear solution was added, sodium hydride (60% dispersion in oil, 0.25 g, 6.3 mmol) portion wise (evolution of H2 observed). The reaction mixture was stirred at RT for 30 min. then iodomethane (0.40 mL, 1.5 mmol) added dropwise and the resulting yellow suspension stirred at RT for 16 h. The reaction mixture was quenched with satur... Solvent: C1CCOC1 (THF).